Dataset: the Open Reaction Database (ORD), a public repository of structured organic reaction records. Task: describe an organic reaction: reactants, conditions, products, and yield Reactants: S(=O)([O-])[O-].[Na+].[Na+] (sodium sulfite), C(C)(=O)OO (peracetic acid), ( 10 ), amide, C(C)(=O)[O-].[Na+] (sodium acetate), C(C)(=O)OO (peracetic acid), C(C=CCCCCCCCC)(=O)N (undecenamide), ( 10 ). Run in O (water), C(Cl)Cl (methylene chloride), C(Cl)Cl (methylene chloride). Run at temperature 15 celsius. The product is C(CCNC(CCCCCCCCC=C)=O)NC(CCCCCCCCC=C)=O (N,N′-(1,3-propylene)bis(10-undecenamide)). As a reaction SMILES: [C:1]([NH2:13])(=[O:12])[CH:2]=[CH:3][CH2:4][CH2:5][CH2:6][CH2:7][CH2:8][CH2:9][CH2:10][CH3:11].[C:14]([O-:17])(=O)[CH3:15].[Na+].[C:19](OO)(=O)[CH3:20].S([O-])([O-])=O.[Na+].[Na+]>C(Cl)Cl.O>[CH2:1]([NH:13][C:14](=[O:17])[CH2:15][CH2:10][CH2:9][CH2:8][CH2:7][CH2:6][CH2:5][CH2:4][CH:19]=[CH2:20])[CH2:2][CH2:3][NH:13][C:1](=[O:12])[CH2:2][CH2:3][CH2:4][CH2:5][CH2:6][CH2:7][CH2:8][CH2:9][CH:10]=[CH2:11] |f:1.2,4.5.6|. Reported procedure: To a 100 mL, three-necked round bottom flask (fitted with a reflux condenser, addition funnel, and stir bar) was added undecenamide according to the above formula (10) (4.07 g, 10.0 mmol, 20.0 mmol double bonds) and methylene chloride (50 mL). To the addition funnel was added a solution of sodium acetate (0.17 g) in 32 wt % peracetic acid (5.05 mL of 32 wt %, 5.71 g of 32 wt %, 1.83 g peracetic acid, and 24.0 mmol peracetic acid). The peracetic acid solution was added dropwise over 20 minutes to... Starting materials: CC(C)CBr, CC(C)CC1CSC(=Nc2ccc([N+](=O)[O-])c3ccccc23)N1. Product: CC(C)CC1CSC(=Nc2ccc([N+](=O)[O-])c3ccccc23)N1CC(C)C. Reaction SMILES: [CH2:24]([CH:25]([CH3:26])[CH3:27])[Br:28].[N+:1](=[O:2])([O-:3])[c:4]1[cH:5][cH:6][c:7]([N:14]=[C:15]2[S:16][CH2:17][CH:18]([CH2:20][CH:21]([CH3:22])[CH3:23])[NH:19]2)[c:8]2[cH:9][cH:10][cH:11][cH:12][c:13]12>>[N+:1](=[O:2])([O-:3])[c:4]1[cH:5][cH:6][c:7]([N:14]=[C:15]2[S:16][CH2:17][CH:18]([CH2:20][CH:21]([CH3:22])[CH3:23])[N:19]2[CH2:24][CH:25]([CH3:26])[CH3:27])[c:8]2[cH:9][cH:10][cH:11][cH:12][c:13]12. The product is CC=1C=C(C(=O)C2=CC(=CC=C2)C(C2=CC(=C(C(=C2)C)O)C)=O)C=C(C1O)C (1,3-Bis(3,5-dimethyl-4-hydroxybenzoyl)benzene). Reaction SMILES: [C:1]([OH:12])(=O)[C:2]1[CH:10]=[CH:9][CH:8]=[C:4]([C:5]([OH:7])=O)[CH:3]=1.[CH3:13][C:14]1[CH:19]=[CH:18][CH:17]=[C:16]([CH3:20])[C:15]=1[OH:21].F.B(F)(F)F.[C:27](=[O:30])(O)[O-].[Na+]>O>[CH3:5][C:4]1[CH:3]=[C:2]([CH:10]=[C:9]([CH3:8])[C:27]=1[OH:30])[C:5]([C:4]1[CH:8]=[CH:9][CH:10]=[C:2]([C:1](=[O:12])[C:18]2[CH:17]=[C:16]([CH3:20])[C:15]([OH:21])=[C:14]([CH3:13])[CH:19]=2)[CH:3]=1)=[O:7] |f:4.5|. Reaction conditions: time 4 hour. Reactants: B(F)(F)F (boron trifluoride), C(C1=CC(C(=O)O)=CC=C1)(=O)O (Isophthalic acid), CC1=C(C(=CC=C1)C)O (2,6-dimethylphenol), C([O-])(O)=O.[Na+] (sodium bicarbonate), F (hydrogen fluoride). The solvent is O (water), O (water). Reported procedure: Isophthalic acid (66 g, 0.40 mole) and 2,6-dimethylphenol (96 g, 0.80 mole) were charged to a one-liter Hastalloy C® shaker tube. The tube was cooled and hydrogen fluoride (400 g) was condensed in. The tube was then warmed to room temperature and pressured to 50 psig with boron trifluoride. The tube was then warmed to 50° C. and shaken 4 hr at 50° C. After being cooled and vented, the tube was discharged of its contents which was a dark red solution. This solution was allowed to evaporate in the... Reactants: C1(=CC=CC=C1)C1C(CN=C(O1)C=1SC=CC1)O ((5RS, 6SR)-6-phenyl-2-(2-thienyl)-5,6-dihydro-4H-1,3-oxazin-5-ol), C1(=CC=CC=C1)N=C=O (phenyl isocyanate). Yields the product C1(=CC=CC=C1)C1C(CN=C(O1)C=1SC=CC1)OC(NC1=CC=CC=C1)=O ((5RS, 6SR)-6-phenyl-5-phenylcarbamoyloxy-2-(2-thienyl)-5,6-dihydro-4H-1,3-oxazine). Isolated yield 77.4%. As a reaction SMILES: [C:1]1([CH:7]2[O:12][C:11]([C:13]3[S:14][CH:15]=[CH:16][CH:17]=3)=[N:10][CH2:9][CH:8]2[OH:18])[CH:6]=[CH:5][CH:4]=[CH:3][CH:2]=1.[C:19]1([N:25]=[C:26]=[O:27])[CH:24]=[CH:23][CH:22]=[CH:21][CH:20]=1>>[C:1]1([CH:7]2[O:12][C:11]([C:13]3[S:14][CH:15]=[CH:16][CH:17]=3)=[N:10][CH2:9][CH:8]2[O:18][C:26](=[O:27])[NH:25][C:19]2[CH:24]=[CH:23][CH:22]=[CH:21][CH:20]=2)[CH:2]=[CH:3][CH:4]=[CH:5][CH:6]=1. Reported procedure: Working in a manner similar to that described in Example 12, but starting with (5RS, 6SR)-6-phenyl-2-(2-thienyl)-5,6-dihydro-4H-1,3-oxazin-5-ol (1.55 g) and phenyl isocyanate (0.8 g), and after recrystallization in isopropanol, (5RS, 6SR)-6-phenyl-5-phenylcarbamoyloxy-2-(2-thienyl)-5,6-dihydro-4H-1,3-oxazine (1.75 g), m.p. 98° C., is obtained. Starting materials: ClC1=C(C=CC=C1)Cl (ortho-dichlorobenzene), ClC(C(=C(Cl)Cl)Cl)(Cl)Cl (hexachloropropylene), ferric chloride, ClC(=C(Cl)Cl)Cl (perchloroethylene). Conditions: temperature 125 celsius, time 4 hour. Product: ClC1=C(C(=C2C(=C(C(C2=C1)Cl)Cl)Cl)Cl)Cl (hexachloroindene). Yield: 48.7%. As a reaction SMILES: [Cl:1][C:2]1[CH:7]=[CH:6][CH:5]=[CH:4][C:3]=1[Cl:8].[Cl:9][C:10](Cl)(Cl)[C:11]([Cl:15])=[C:12](Cl)[Cl:13].[Cl:18]C(Cl)=C(Cl)Cl>>[Cl:1][C:2]1[CH:7]=[C:6]2[C:5]([C:10]([Cl:9])=[C:11]([Cl:15])[CH:12]2[Cl:13])=[C:4]([Cl:18])[C:3]=1[Cl:8]. Reported procedure: A mixture containing 29.4 grams (0.2 mole), of ortho-dichlorobenzene, 50 grams (0.2 moles) of hexachloropropylene and 2.5 grams of ferric chloride in 250 milliliters of perchloroethylene was heated and stirred by the process of Example I for about 4 hours at reflux (125° C.). The reaction mixture was then washed with concentrated hydrochloric acid, then water and distilled to give a 48.7% yield of hexachloroindene. The product was confirmed by infrared and NMR spectra analysis as structured. Reactants: NC=1C=C(C(=O)OC)C=C(C1)I (methyl 3-amino-5-iodobenzoate), ClC1=NC=CC(=N1)C(F)(F)F (2-chloro-4-(trifluoromethyl)pyrimidine), CS(=O)(=O)O (Methanesulfonic acid). The solvent is C(C)(=O)OCC (ethyl acetate), O1CCOCC1 (dioxane). Conditions: temperature 100 celsius. The product is IC=1C=C(C(=O)OC)C=C(C1)NC1=NC=CC(=N1)C(F)(F)F (methyl 3-iodo-5-{[4-(trifluoromethyl)pyrimidin-2-yl]amino}benzoate). Yield: 70.2%. Reaction SMILES: [NH2:1][C:2]1[CH:3]=[C:4]([CH:9]=[C:10]([I:12])[CH:11]=1)[C:5]([O:7][CH3:8])=[O:6].Cl[C:14]1[N:19]=[C:18]([C:20]([F:23])([F:22])[F:21])[CH:17]=[CH:16][N:15]=1.CS(O)(=O)=O>O1CCOCC1.C(OCC)(=O)C>[I:12][C:10]1[CH:9]=[C:4]([CH:3]=[C:2]([NH:1][C:14]2[N:19]=[C:18]([C:20]([F:23])([F:22])[F:21])[CH:17]=[CH:16][N:15]=2)[CH:11]=1)[C:5]([O:7][CH3:8])=[O:6]. Reported procedure: To a flask containing methyl 3-amino-5-iodobenzoate (500 mg, 1.81 mmol) was added a solution of 2-chloro-4-(trifluoromethyl)pyrimidine (379 mg, 2.08 mmol) in dioxane (5.6 mL). Methanesulfonic acid (199 mg, 2.08 mmol) was added and the reaction was heated at 100° C. overnight. The reaction was cooled, diluted with ethyl acetate, washed with water, dried over magnesium sulfate, filtered and concentrated. Flash chromatography was used for purification to yield methyl 3-iodo-5-{[4-(trifluoromethyl)p...